This data is from the Open Reaction Database (ORD), a public repository of structured organic reaction records. The task is: describe an organic reaction: reactants, conditions, products, and yield Starting materials: O (water), BrC=1SC(=CC1)Br (2,5-Dibromothiophene), C(C)(C)[N-]C(C)C.[Li+] (lithium diisopropylamide), CN(C)C=O (DMF), Methyl(triphenylphosphonanylidene) acetate. Solvent: C1CCOC1 (THF). Run at time 5 minute. Product: COC(\C=C\C1=C(SC(=C1)Br)Br)=O ((E)-3-(2,5-Dibromothiophene-3-yl)acrylic Acid Methyl Ester). RXN SMILES: [Br:1][C:2]1[S:3][C:4]([Br:7])=[CH:5][CH:6]=1.[CH:8]([N-]C(C)C)([CH3:10])[CH3:9].[Li+].CN([CH:19]=[O:20])C.[OH2:21]>C1COCC1>[CH3:19][O:20][C:9](=[O:21])/[CH:8]=[CH:10]/[C:6]1[CH:5]=[C:4]([Br:7])[S:3][C:2]=1[Br:1] |f:1.2|. Procedure: To 2,5-Dibromothiophene (1.5 g, 6.2 mmol in THF (30 mL) cooled to −78° C. was added lithium diisopropylamide (6.2 mL, 6.2 mmol; 1.0M in THF, 6.2 mmol;) dropwise. The mixture was stirred 5 min, and was quenched with DMF (1.4 g, 18.6 mmol). Stirring was continued for 15 min at −78° C. and water was added. The THF was evaporated, Et2O was added and the organic phase was separated and washed with water, 1% HCl, water (3×) and brine. The organic phase was passed through a silica plug and toluene (20 ... Reactants: CC(C)O, Cl, COC(=O)Cc1ccc(F)c([N+](=O)[O-])c1, [Fe], O. Yields the product COC(=O)Cc1ccc(F)c(N)c1. As a reaction SMILES: [CH:17]([OH:18])([CH3:19])[CH3:20].[ClH:16].[F:1][c:2]1[c:3]([N+:13]([O-:14])=[O:15])[cH:4][c:5]([CH2:8][C:9](=[O:10])[O:11][CH3:12])[cH:6][cH:7]1.[Fe:21].[OH2:22]>>[F:1][c:2]1[c:3]([NH2:13])[cH:4][c:5]([CH2:8][C:9](=[O:10])[O:11][CH3:12])[cH:6][cH:7]1. Starting materials: CCCC[N+](CCCC)(CCCC)CCCC, C1CCOC1, [F-], CC(C)(C)[Si](OCCCn1cc(C2=C(c3cc4ccccc4o3)C(=O)NC2=O)c2cccnc21)(c1ccccc1)c1ccccc1. Yields the product O=C1NC(=O)C(c2cn(CCCO)c3ncccc23)=C1c1cc2ccccc2o1. Reaction SMILES: [CH2:2]([N+:3]([CH2:4][CH2:5][CH2:6][CH3:7])([CH2:8][CH2:9][CH2:10][CH3:11])[CH2:12][CH2:13][CH2:14][CH3:15])[CH2:16][CH2:17][CH3:18].[CH2:65]1[O:66][CH2:67][CH2:68][CH2:69]1.[F-:1].[o:19]1[c:20]([C:28]2=[C:32]([c:33]3[cH:34][n:35]([CH2:42][CH2:43][CH2:44][O:45][Si:46]([C:47]([CH3:48])([CH3:49])[CH3:50])([c:51]4[cH:52][cH:53][cH:54][cH:55][cH:56]4)[c:57]4[cH:58][cH:59][cH:60][cH:61][cH:62]4)[c:36]4[n:37][cH:38][cH:39][cH:40][c:41]34)[C:31](=[O:63])[NH:30][C:29]2=[O:64])[cH:21][c:22]2[c:23]1[cH:24][cH:25][cH:26][cH:27]2>>[o:19]1[c:20]([C:28]2=[C:32]([c:33]3[cH:34][n:35]([CH2:42][CH2:43][CH2:44][OH:45])[c:36]4[n:37][cH:38][cH:39][cH:40][c:41]34)[C:31](=[O:63])[NH:30][C:29]2=[O:64])[cH:21][c:22]2[c:23]1[cH:24][cH:25][cH:26][cH:27]2. The reactants are Cl(=O)(=O)(=O)[O-].C[N+]1=NC=C(C=C1Cl)N (1-methyl-4-amino-6-chloropyridazinium perchlorate), C(C)#N (acetonitrile), C1(=CC=CC=C1)O (phenol). Run in N1=CC=CC=C1 (pyridine). Yields the product Cl(=O)(=O)(=O)[O-].C[N+]1=NC=C(C=C1OC1=CC=CC=C1)N (1-methyl-4-amino-6-phenoxypyridazinium perchlorate). Yield: 36.6%. Reaction SMILES: [Cl:1]([O-:5])(=[O:4])(=[O:3])=[O:2].[CH3:6][N+:7]1[C:12](Cl)=[CH:11][C:10]([NH2:14])=[CH:9][N:8]=1.C(#N)C.[C:18]1([OH:24])[CH:23]=[CH:22][CH:21]=[CH:20][CH:19]=1>N1C=CC=CC=1>[Cl:1]([O-:5])(=[O:4])(=[O:3])=[O:2].[CH3:6][N+:7]1[C:12]([O:24][C:18]2[CH:23]=[CH:22][CH:21]=[CH:20][CH:19]=2)=[CH:11][C:10]([NH2:14])=[CH:9][N:8]=1 |f:0.1,5.6|. Procedure: 12.2 parts of 1-methyl-4-amino-6-chloropyridazinium perchlorate in 150 parts of acetonitrile is stirred with 5 parts of phenol and 4 parts of pyridine for 4 hours at 80° C. The reaction mixture is filtered and the filtrate is concentrated at subatmospheric pressure. About 200 parts of water is added. 5.5 parts (36.6% of theory) of 1-methyl-4-amino-6-phenoxypyridazinium perchlorate is obtained; C11H12O5N3Cl, melting point 182° to 184° C after having been recrystallized from water. The reactants are O=C(NCC1CCN(C(=O)OCc2ccccc2)CC1)c1cn[nH]c1, CCO. Product: O=C(NCC1CCNCC1)c1cn[nH]c1. RXN SMILES: [CH2:1]([O:2][C:3](=[O:4])[N:11]1[CH2:12][CH2:13][CH:14]([CH2:17][NH:18][C:19](=[O:20])[c:21]2[cH:22][n:23][nH:24][cH:25]2)[CH2:15][CH2:16]1)[c:5]1[cH:6][cH:7][cH:8][cH:9][cH:10]1.[CH3:26][CH2:27][OH:28]>>[NH:11]1[CH2:12][CH2:13][CH:14]([CH2:17][NH:18][C:19](=[O:20])[c:21]2[cH:22][nH:23][n:24][cH:25]2)[CH2:15][CH2:16]1. Product: O=C(CC1CC=CCCC(=O)OC(c2ccccc2)CNC1=O)NCc1ccc(Cl)nc1. As a reaction SMILES: [CH2:32]([Cl:33])[CH2:34][Cl:35].[CH3:67][N:68]([c:69]1[cH:70][cH:71][n:72][cH:73][cH:74]1)[CH3:75].[CH:55]([N:56]([CH2:57][CH3:58])[CH:59]([CH3:60])[CH3:61])([CH3:62])[CH3:63].[Cl:46][c:47]1[n:48][cH:49][c:50]([CH2:53][NH2:54])[cH:51][cH:52]1.[Cl:64][CH2:65][Cl:66].[O:8]=[C:9]1[NH:10][CH2:11][CH:12]([c:26]2[cH:27][cH:28][cH:29][cH:30][cH:31]2)[O:13][C:14](=[O:25])[CH2:15][CH2:16][CH:17]=[CH:18][CH2:19][CH:20]1[CH2:21][C:22](=[O:23])[OH:24].[OH:1][C:2]([C:3]([F:4])([F:5])[F:6])=[O:7].[OH:36][n:37]1[c:38]2[c:39]([cH:40][cH:41][cH:42][cH:43]2)[n:44][n:45]1>>[O:8]=[C:9]1[NH:10][CH2:11][CH:12]([c:26]2[cH:27][cH:28][cH:29][cH:30][cH:31]2)[O:13][C:14](=[O:25])[CH2:15][CH2:16][CH:17]=[CH:18][CH2:19][CH:20]1[CH2:21][C:22](=[O:24])[NH:54][CH2:53][c:50]1[cH:49][n:48][c:47]([Cl:46])[cH:52][cH:51]1. Reactants: ClCCCl, CN(C)c1ccncc1, CCN(C(C)C)C(C)C, NCc1ccc(Cl)nc1, ClCCl, O=C(O)CC1CC=CCCC(=O)OC(c2ccccc2)CNC1=O, O=C(O)C(F)(F)F, On1nnc2ccccc21.